From a dataset of the Open Reaction Database (ORD), a public repository of structured organic reaction records. describe an organic reaction: reactants, conditions, products, and yield Reactants: COC(=O)C1C(C1)C1=CC(=C(C(=C1)F)OCC=1C(=NC=CC1)SCC1CC1)F (2-[4-(2-cyclopropylmethylsulfanyl-pyridin-3-ylmethoxy)-3,5-difluoro-phenyl]-cyclopropane carboxylic acid methyl ester), [OH-].[Na+] (sodium hydroxide). The solvent is C1CCOC1.CO (THF MeOH). Run at time 12 hour. Product: C1(CC1)CSC1=NC=CC=C1COC1=C(C=C(C=C1F)C1C(C1)C(=O)O)F (2-[4-(2-cyclopropylmethylsulfanyl-pyridin-3-ylmethoxy)-3,5-difluoro-phenyl]-cyclopropane carboxylic acid). The yield is 98.9%. RXN SMILES: C[O:2][C:3]([CH:5]1[CH2:7][CH:6]1[C:8]1[CH:13]=[C:12]([F:14])[C:11]([O:15][CH2:16][C:17]2[C:18]([S:23][CH2:24][CH:25]3[CH2:27][CH2:26]3)=[N:19][CH:20]=[CH:21][CH:22]=2)=[C:10]([F:28])[CH:9]=1)=[O:4].[OH-].[Na+]>C1COCC1.CO>[CH:25]1([CH2:24][S:23][C:18]2[C:17]([CH2:16][O:15][C:11]3[C:12]([F:14])=[CH:13][C:8]([CH:6]4[CH2:7][CH:5]4[C:3]([OH:4])=[O:2])=[CH:9][C:10]=3[F:28])=[CH:22][CH:21]=[CH:20][N:19]=2)[CH2:27][CH2:26]1 |f:1.2,3.4|. Procedure: After 2-[4-(2-cyclopropylmethylsulfanyl-pyridin-3-ylmethoxy)-3,5-difluoro-phenyl]-cyclopropane carboxylic acid methyl ester (13 mg, 0.031 mmol) obtained in Step A was dissolved in THF/MeOH (1 mL/1 mL), 10N sodium hydroxide solution (30 mg, 0.31 mmol) was added thereto, and the mixture was stirred at room temperature for 12 hours. After the termination of the reaction, the reactant was concentrated under reduced pressure, and the residue was diluted with water. The aqueous layer was added with 1N... Reactants: Cc1noc(C(Cc2ccccc2)NC(=O)OC(C)(C)C)n1, CCOC(C)=O, Cl. Yields the product Cl, Cc1noc(C(N)Cc2ccccc2)n1. Reaction SMILES: [C:1]([O:2][C:3](=[O:4])[NH:7][CH:8]([CH2:9][c:10]1[cH:11][cH:12][cH:13][cH:14][cH:15]1)[c:16]1[n:17][c:18]([CH3:21])[n:19][o:20]1)([CH3:5])([CH3:6])[CH3:22].[CH3:24][CH2:25][O:26][C:27](=[O:28])[CH3:29].[ClH:23]>>[ClH:23].[NH2:7][CH:8]([CH2:9][c:10]1[cH:11][cH:12][cH:13][cH:14][cH:15]1)[c:16]1[n:17][c:18]([CH3:21])[n:19][o:20]1. Reactants: S(=O)(Cl)Cl (thionyl chloride), COC=1C=C(C(=O)Cl)C=C(C1OC)OC (3,4,5-trimethoxybenzoyl chloride), COC=1C=C(C(=O)Cl)C=C(C1OC)OC (3,4,5-trimethoxybenzoyl chloride), NC(CO)(C)C (2-amino-2-methyl-1-propanol), ice, [OH-].[Na+] (sodium hydroxide). Solvent: C(Cl)Cl (methylene chloride), C(Cl)Cl (methylene chloride). Run at time 45 minute. The product is COC=1C=C(C(=O)Cl)C=C(C1OC)OC (3,4,5-trimethoxybenzoyl chloride), CC1(N=C(OC1)C1=CC(=C(C(=C1)OC)OC)OC)C (4,4-dimethyl-2-(3,4,5-trimethoxyphenyl)-2 -oxazoline). RXN SMILES: [CH3:1][O:2][C:3]1[CH:4]=[C:5]([CH:9]=[C:10]([O:14][CH3:15])[C:11]=1[O:12][CH3:13])[C:6]([Cl:8])=[O:7].[NH2:16][C:17]([CH3:21])([CH3:20])[CH2:18][OH:19].S(Cl)(Cl)=O.[OH-].[Na+]>C(Cl)Cl>[CH3:15][O:14][C:10]1[CH:9]=[C:5]([CH:4]=[C:3]([O:2][CH3:1])[C:11]=1[O:12][CH3:13])[C:6]([Cl:8])=[O:7].[CH3:20][C:17]1([CH3:21])[CH2:18][O:19][C:6]([C:5]2[CH:9]=[C:10]([O:14][CH3:15])[C:11]([O:12][CH3:13])=[C:3]([O:2][CH3:1])[CH:4]=2)=[N:16]1 |f:3.4|. Procedure: A solution of 16.2 g (70 mmoles) of 3,4,5-trimethoxybenzoyl chloride (compound 1) in 40 ml of dry methylene chloride was added dropwise to a solution of 12.5 g (140 mmoles) of 2-amino-2-methyl-1-propanol in 50 ml of dry methylene chloride under cooling in an ice-bath for 30 minutes. After completion of the addition, the mixture was stirred for additional 45 minutes and the reaction solution was filtered through a glass filter. The filtered cake was washed with methylene chloride and the filtrate... Starting materials: C[O-].[Na+] (Sodium methoxide), OC=1C=C(C=O)C=CC1 (3-Hydroxybenzaldehyde), C1(=CC=CC=C1)C (toluene), FC(COS(=O)(=O)C1=CC=C(C=C1)C)(F)F (2,2,2-trifluoroethyl-p-toluenesulfonate). The solvent is CO (methanol), CO (methanol). Conditions: temperature 90 celsius, time 24 hour. The product is FC(COC=1C=C(C=O)C=CC1)(F)F (3-(2,2,2-trifluoroethoxy)benzaldehyde). Isolated yield 25.7%. As a reaction SMILES: [OH:1][C:2]1[CH:3]=[C:4]([CH:7]=[CH:8][CH:9]=1)[CH:5]=[O:6].C[O-].[Na+].[F:13][C:14]([F:28])([F:27])[CH2:15]OS(C1C=CC(C)=CC=1)(=O)=O.C1(C)C=CC=CC=1>CO>[F:13][C:14]([F:28])([F:27])[CH2:15][O:1][C:2]1[CH:3]=[C:4]([CH:7]=[CH:8][CH:9]=1)[CH:5]=[O:6] |f:1.2|. Reported procedure: EX-659A) 3-Hydroxybenzaldehyde (12.22 g, 0.10 mol) and 100 mL of anhydrous methanol were combined in a 250 mL round-bottom flask. Sodium methoxide was slowly added as a 25 wt. % solution in methanol (21.61 g, 0.10 by mol), and the methanol was removed under vacuum. Then 2,2,2-trifluoroethyl-p-toluenesulfonate (25.42 g, 0.10 mol) was added, the flask was purged with nitrogen, and 100 mL of N-methyl pyrrolidine was added. The solution was stirred for 24 h at 90° C., quenched with water, and extrac... The reactants are CCOC(=O)c1ccc2cc(-c3ccc4c(c3)C(c3ccc(C)cc3)=CCC4(C)C)ccc2c1, CCO, Cl, [Na+], [OH-]. Yields the product Cc1ccc(C2=CCC(C)(C)c3ccc(-c4ccc5cc(C(=O)O)ccc5c4)cc32)cc1. As a reaction SMILES: [CH3:1][C:2]1([CH3:34])[c:3]2[cH:4][cH:5][c:6](-[c:19]3[cH:20][c:21]4[cH:22][cH:23][c:24]([C:29](=[O:30])[O:31][CH2:32][CH3:33])[cH:25][c:26]4[cH:27][cH:28]3)[cH:7][c:8]2[C:9]([c:12]2[cH:13][cH:14][c:15]([CH3:18])[cH:16][cH:17]2)=[CH:10][CH2:11]1.[CH3:38][CH2:39][OH:40].[ClH:37].[Na+:36].[OH-:35]>>[CH3:1][C:2]1([CH3:34])[c:3]2[cH:4][cH:5][c:6](-[c:19]3[cH:20][c:21]4[cH:22][cH:23][c:24]([C:29](=[O:30])[OH:31])[cH:25][c:26]4[cH:27][cH:28]3)[cH:7][c:8]2[C:9]([c:12]2[cH:13][cH:14][c:15]([CH3:18])[cH:16][cH:17]2)=[CH:10][CH2:11]1. Reactants: Br, O=C([O-])CC1OC(COCc2ccccc2)C(OCc2ccccc2)C(OCc2ccccc2)C1OCc1ccccc1, Cc1ccccc1, CC(C)OC(C)C, [Na+], O=C([O-])O. The product is BrC1OC(COCc2ccccc2)C(OCc2ccccc2)C(OCc2ccccc2)C1OCc1ccccc1. Reaction SMILES: [BrH:44].[CH2:1]([c:2]1[cH:3][cH:4][cH:5][cH:6][cH:7]1)[O:8][CH:9]1[CH:10]([CH2:40][C:41]([O-:42])=[O:43])[O:11][CH:12]([CH2:31][O:32][CH2:33][c:34]2[cH:35][cH:36][cH:37][cH:38][cH:39]2)[CH:13]([O:23][CH2:24][c:25]2[cH:26][cH:27][cH:28][cH:29][cH:30]2)[CH:14]1[O:15][CH2:16][c:17]1[cH:18][cH:19][cH:20][cH:21][cH:22]1.[CH3:50][c:51]1[cH:52][cH:53][cH:54][cH:55][cH:56]1.[CH:57]([O:58][CH:59]([CH3:60])[CH3:61])([CH3:62])[CH3:63].[Na+:45].[OH:46][C:47](=[O:48])[O-:49]>>[CH2:1]([c:2]1[cH:3][cH:4][cH:5][cH:6][cH:7]1)[O:8][CH:9]1[CH:10]([Br:44])[O:11][CH:12]([CH2:31][O:32][CH2:33][c:34]2[cH:35][cH:36][cH:37][cH:38][cH:39]2)[CH:13]([O:23][CH2:24][c:25]2[cH:26][cH:27][cH:28][cH:29][cH:30]2)[CH:14]1[O:15][CH2:16][c:17]1[cH:18][cH:19][cH:20][cH:21][cH:22]1. Starting materials: C(=O)C1=CC=C(O1)S(=O)(=O)O (5-formylfuran-2-sulfonic acid), [Na] (sodium), [Na] (sodium), C1(CCCCC1)NO (N-cyclohexylhydroxylamine). Yields the product C1(CCCCC1)[N+](=CC1=CC=C(O1)S(=O)(=O)O)[O-] (N-Cyclohexyl-α-(2-sulfofuran-5-yl)nitrone). The yield is 84.3%. As a reaction SMILES: [CH:1]([C:3]1[O:7][C:6]([S:8]([OH:11])(=[O:10])=[O:9])=[CH:5][CH:4]=1)=O.[Na].[CH:13]1([NH:19][OH:20])[CH2:18][CH2:17][CH2:16][CH2:15][CH2:14]1>>[CH:13]1([N+:19]([O-:20])=[CH:1][C:3]2[O:7][C:6]([S:8]([OH:11])(=[O:10])=[O:9])=[CH:5][CH:4]=2)[CH2:18][CH2:17][CH2:16][CH2:15][CH2:14]1 |^1:11|. Procedure details: Following the procedure of Example 1 above and using 5-formylfuran-2-sulfonic acid, sodium salt hydrate and N-cyclohexylhydroxylamine, the title compound was prepared in 84.3% yield as the sodium salt, m.p. 236.1° C. (dec.).